From a dataset of the Open Reaction Database (ORD), a public repository of structured organic reaction records. describe an organic reaction: reactants, conditions, products, and yield The reactants are ClCC1=CC=C(C(=O)O)C=C1 (4-chloromethylbenzoic acid), C(C)NCC (diethylamine). Run in C(C)O (ethanol), [OH-].[Na+] (NaOH). The product is Cl.C(C)N(CC)CC1=CC=C(C(=O)O)C=C1 (4-diethylaminomethyl benzoic acid hydrochloride). Yield: 55.6%. RXN SMILES: [Cl:1][CH2:2][C:3]1[CH:11]=[CH:10][C:6]([C:7]([OH:9])=[O:8])=[CH:5][CH:4]=1.[CH2:12]([NH:14][CH2:15][CH3:16])[CH3:13]>C(O)C.[OH-].[Na+]>[ClH:1].[CH2:12]([N:14]([CH2:2][C:3]1[CH:11]=[CH:10][C:6]([C:7]([OH:9])=[O:8])=[CH:5][CH:4]=1)[CH2:15][CH3:16])[CH3:13] |f:3.4,5.6|. Procedure: To a solution of 4-chloromethylbenzoic acid (17.1 g, 0.1 mol) in ethanol (200 ml) cooled in an ice bath was added dropwise diethylamine (32.2 g, 0.44 mol) over 20 minutes. The reaction mixture was refluxed for 17 hours, cooled to room temperature and the solvent was stripped. The residue was dissolved in 1N NaOH (50 ml), extracted with ether (50-100 ml) and the aqueous layer was acidified with 2N HCl to a pH of 3. The aqueous layer was stripped and the residue was treated with ethanol, filtered ... The reactants are O=C1CCC(=O)N1Br, CN(C)C=O, Nc1cccc2ccccc12, O. The product is Nc1c(Br)ccc2ccccc12. Reaction SMILES: [Br:12][N:13]1[C:14](=[O:15])[CH2:16][CH2:17][C:18]1=[O:19].[CH3:21][N:22]([CH3:23])[CH:24]=[O:25].[NH2:1][c:2]1[cH:3][cH:4][cH:5][c:6]2[cH:7][cH:8][cH:9][cH:10][c:11]12.[OH2:20]>>[NH2:1][c:2]1[c:3]([Br:12])[cH:4][cH:5][c:6]2[cH:7][cH:8][cH:9][cH:10][c:11]12. The reactants are Cl.ClC1=CC=C(C=C1)NN (4-chlorophenylhydrazine hydrochloride), O (Water), FC1=C(C=O)C=C(C=C1)I (2-fluoro-5-iodobenzaldehyde), C([O-])([O-])=O.[Cs+].[Cs+] (cesium carbonate). Run in CN1CCCC1=O (NMP). Reaction conditions: time 45 minute. The product is ClC1=CC=C(C=C1)N1N=CC2=CC(=CC=C12)I (1-(4-chlorophenyl)-5-iodo-1H-indazole). Reaction SMILES: Cl.[Cl:2][C:3]1[CH:8]=[CH:7][C:6]([NH:9][NH2:10])=[CH:5][CH:4]=1.F[C:12]1[CH:19]=[CH:18][C:17]([I:20])=[CH:16][C:13]=1[CH:14]=O.C(=O)([O-])[O-].[Cs+].[Cs+].O>CN1C(=O)CCC1>[Cl:2][C:3]1[CH:8]=[CH:7][C:6]([N:9]2[C:12]3[C:13](=[CH:16][C:17]([I:20])=[CH:18][CH:19]=3)[CH:14]=[N:10]2)=[CH:5][CH:4]=1 |f:0.1,3.4.5|. Reported procedure: 4-chlorophenylhydrazine hydrochloride (5.24 g, 29.27 mmol), 2-fluoro-5-iodobenzaldehyde (7.5 g, 30.00 mmol) and cesium carbonate (22.8 g, 69.98 mmol) was suspended in NMP (120 mL) and stirred at ambient temperature for 45 min. The temperature was raised to +160° C. and the reaction mixture was stirred for 1 h, the now black suspension was allowed to reach r.t. Water was added, the slurry was extracted with EtOAc (500 mL. The organic phase was washed with brine (2×). The brine fractions and water...